From a dataset of the Open Reaction Database (ORD), a public repository of structured organic reaction records. describe an organic reaction: reactants, conditions, products, and yield Reactants: C(C1=CC=CC=C1)N (benzyl amine), C1(=CC=CC=C1)CCN1CCC(CC1)=O (N-(β-phenylethyl)-4-piperidinone). The reagents and catalysts are [Pd] (palladium-on-carbon). The solvent is CO (methanol), S1C=CC=C1 (thiophene), CO (methanol). Run at time 3 day. Yields the product C1(=CC=CC=C1)CCN1CCC(CC1)N (N-(β-phenylethyl)-4-amino-piperidine). RXN SMILES: [C:1]1([CH2:7][CH2:8][N:9]2[CH2:14][CH2:13][C:12](=O)[CH2:11][CH2:10]2)[CH:6]=[CH:5][CH:4]=[CH:3][CH:2]=1.C([NH2:23])C1C=CC=CC=1>CO.S1C=CC=C1.[Pd]>[C:1]1([CH2:7][CH2:8][N:9]2[CH2:14][CH2:13][CH:12]([NH2:23])[CH2:11][CH2:10]2)[CH:6]=[CH:5][CH:4]=[CH:3][CH:2]=1. Procedure: Following the procedure of Lobbezoo, J. Med. Chem. 24:777 (1981). N-(β-phenylethyl)-4-piperidinone (15.0 g, 74.0 mmol) dissolved in 200 ml of methanol containing 1 ml of a 4% thiophene in methanol solution is treated with benzyl amine (10.0 g, 93.0 mmol) and 2 g of 10% palladium-on-carbon in a Parr flask and hydrogenated for 18 hours (initial pressure, 26.5 psi, final pressure 22.0 psi). The catalyst is filtered and replaced with 2.0 g of fresh 10% palladium-on-carbon. The catalyst is filtered a... The reactants are C1(CC1)N (cyclopropylamine), C(C)OC=C(C#N)C(C1=C(C(=C(C(=C1)F)F)F)F)=O (3-ethoxy-2-(2,3,4,5-tetrafluorobenzoyl)acrylonitrile). Solvent: C(Cl)(Cl)Cl (chloroform), C(Cl)(Cl)Cl (chloroform), C(C)O (ethanol), CCCCCC (hexane). Run at time 8 hour. The product is C1(CC1)NC=C(C#N)C(C1=C(C(=C(C(=C1)F)F)F)F)=O (3-cyclopropylamino-2-(2,3,4,5-tetrafluorobenzoyl)acrylonitrile). Yield: 86.5%. Reaction SMILES: [CH:1]1([NH2:4])[CH2:3][CH2:2]1.C(O[CH:8]=[C:9]([C:12](=[O:23])[C:13]1[CH:18]=[C:17]([F:19])[C:16]([F:20])=[C:15]([F:21])[C:14]=1[F:22])[C:10]#[N:11])C>C(Cl)(Cl)Cl.C(O)C.CCCCCC>[CH:1]1([NH:4][CH:8]=[C:9]([C:12](=[O:23])[C:13]2[CH:18]=[C:17]([F:19])[C:16]([F:20])=[C:15]([F:21])[C:14]=2[F:22])[C:10]#[N:11])[CH2:3][CH2:2]1. Procedure: A solution of cyclopropylamine (3.3 g) in chloroform (20 ml) is added dropwise to a solution of 3-ethoxy-2-(2,3,4,5-tetrafluorobenzoyl)acrylonitrile (14.0 g) in chloroform (50 ml) with maintaining the internal temperature between 6° C. and 8° C. by using an ice bath. The mixture is allowed to stand overnight at room temperature and then concentrated under vacuum to yield an orange oily residue. The oily residue is dissolved in ethanol and the ethanol is removed in vacuum to afford a crystalline ... The reactants are C(C1=CC=CC=C1)(=O)Cl (Benzoyl chloride), NC1=CC=C(C=C1)[C@@H]1[C@@H](CCC1)NS(=O)(=O)C(C)C ((+,−) Cis propane-2-sulfonic acid [2-(4-amino-phenyl)-cyclopentyl]-amide), ice. The solvent is C(Cl)Cl (methylene chloride). Run at temperature 0 celsius, time 2 hour. The product is CC(C)S(=O)(=O)N[C@@H]1[C@@H](CCC1)C1=CC=C(C=C1)NC(C1=CC=CC=C1)=O ((+,−) Cis N-{4-[2-(Propane-2-sulfonylamino)-cyclopentyl]-phenyl}-benzamide). The yield is 33.0%. As a reaction SMILES: [NH2:1][C:2]1[CH:7]=[CH:6][C:5]([C@H:8]2[CH2:12][CH2:11][CH2:10][C@H:9]2[NH:13][S:14]([CH:17]([CH3:19])[CH3:18])(=[O:16])=[O:15])=[CH:4][CH:3]=1.[C:20](Cl)(=[O:27])[C:21]1[CH:26]=[CH:25][CH:24]=[CH:23][CH:22]=1>C(Cl)Cl>[CH3:18][CH:17]([S:14]([NH:13][C@H:9]1[CH2:10][CH2:11][CH2:12][C@H:8]1[C:5]1[CH:4]=[CH:3][C:2]([NH:1][C:20](=[O:27])[C:21]2[CH:26]=[CH:25][CH:24]=[CH:23][CH:22]=2)=[CH:7][CH:6]=1)(=[O:16])=[O:15])[CH3:19]. Procedure details: (+,−) Cis propane-2-sulfonic acid [2-(4-amino-phenyl)-cyclopentyl]-amide (265 mg, 0.94 mmol, prepared in example 23) was dissolved in 10 mL of methylene chloride and cooled to 0° C. under nitrogen. Benzoyl chloride was added (120 uL, 1.03 mmol) and after stirring 15 min the ice bath was removed and stirring continued for 2 hours. The reaction was diluted with methylene chloride and washed with water, then 0.1 N HCl and dried over sodium sulfate. The organic phase was concentrated in vacuo to 360... The reactants are C(#C)C=1C(=NC(=NC1)NC1=CC(=CC=C1)F)NCCC (5-ethynyl-N2-(3-fluorophenyl)-N4-propylpyrimidine-2,4-diamine), C(C)(C)(C)OC(NCCN=[N+]=[N-])=O (tert-butyl(2-azidoethyl)carbamate), C(C)(C)(C)O (tert-butanol), O=C1C(O)=C([O-])[C@H](O1)[C@@H](O)CO.[Na+] (sodium ascorbate). The reagents and catalysts are S(=O)(=O)([O-])[O-].[Cu+2] (copper sulfate). The solvent is O (water), C(C)(=O)OCC (ethyl acetate), CN(C=O)C (N,N-dimethylformamide), O (water). Reaction conditions: time 12 hour. Product: FC=1C=C(C=CC1)NC1=NC=C(C(=N1)NCCC)C=1N=NN(C1)CCNC(OC(C)(C)C)=O (tert-butyl (2-(4-(2-((3-fluorophenyl)amino)-4-(propylamino)pyrimidin-5-yl)-1H-1,2,3-triazol-1-yl)ethyl)carbamate). RXN SMILES: [C:1]([C:3]1[C:4]([NH:17][CH2:18][CH2:19][CH3:20])=[N:5][C:6]([NH:9][C:10]2[CH:15]=[CH:14][CH:13]=[C:12]([F:16])[CH:11]=2)=[N:7][CH:8]=1)#[CH:2].[C:21]([O:25][C:26](=[O:33])[NH:27][CH2:28][CH2:29][N:30]=[N+:31]=[N-:32])([CH3:24])([CH3:23])[CH3:22].C(O)(C)(C)C.O=C1O[C@H]([C@H](CO)O)C([O-])=C1O.[Na+]>S([O-])([O-])(=O)=O.[Cu+2].O.C(OCC)(=O)C.CN(C)C=O>[F:16][C:12]1[CH:11]=[C:10]([NH:9][C:6]2[N:5]=[C:4]([NH:17][CH2:18][CH2:19][CH3:20])[C:3]([C:1]3[N:32]=[N:31][N:30]([CH2:29][CH2:28][NH:27][C:26](=[O:33])[O:25][C:21]([CH3:23])([CH3:22])[CH3:24])[CH:2]=3)=[CH:8][N:7]=2)[CH:15]=[CH:14][CH:13]=1 |f:3.4,5.6|. Procedure details: To 5-ethynyl-N2-(3-fluorophenyl)-N4-propylpyrimidine-2,4-diamine (S2, 62.4 mg) and tert-butyl(2-azidoethyl)carbamate (S18, 51.6 mg), tert-butanol (0.6 mL), water (0.6 mL), N,N-dimethylformamide (1.2 mL), sodium ascorbate (9.15 mg) and copper sulfate (3.69 mg) were added at room temperature, and the mixture was stirred at the same temperature for 12 hours. To the reaction mixture, ethyl acetate and water were added. The organic layer was separated, washed successively with water and saturated aqu...